From a dataset of the Open Reaction Database (ORD), a public repository of structured organic reaction records. describe an organic reaction: reactants, conditions, products, and yield Reactants: NC1CC1, Cl, O=C(O)c1cccc(-c2cccc3cc(C(=O)NC4CN5CCC4CC5)oc23)c1. Product: Cl, O=C(NC1CC1)c1cccc(-c2cccc3cc(C(=O)NC4CN5CCC4CC5)oc23)c1. As a reaction SMILES: [CH:31]1([NH2:34])[CH2:32][CH2:33]1.[ClH:1].[N:2]12[CH2:3][CH:4]([NH:10][C:11](=[O:12])[c:13]3[o:14][c:15]4[c:16]([cH:17]3)[cH:18][cH:19][cH:20][c:21]4-[c:22]3[cH:23][c:24]([C:25](=[O:26])[OH:27])[cH:28][cH:29][cH:30]3)[CH:5]([CH2:6][CH2:7]1)[CH2:8][CH2:9]2>>[ClH:1].[N:2]12[CH2:3][CH:4]([NH:10][C:11](=[O:12])[c:13]3[o:14][c:15]4[c:16]([cH:17]3)[cH:18][cH:19][cH:20][c:21]4-[c:22]3[cH:23][c:24]([C:25](=[O:27])[NH:34][CH:31]4[CH2:32][CH2:33]4)[cH:28][cH:29][cH:30]3)[CH:5]([CH2:6][CH2:7]1)[CH2:8][CH2:9]2. Yields the product C(C)(C)(C)[Si](OCC1=CC(=CC=C1)[N+](=O)[O-])(C)C (tert-Butyl-dimethyl-(3-nitro-benzyloxy)-silane). Starting materials: [N+](=O)([O-])C=1C=C(C=CC1)CO ((3-Nitro-phenyl)-methanol), N1C=NC=C1 (imidazole), CC(C)(C)[Si](C)(C)Cl (TBDMS-Cl). Reported procedure: A solution of compound 2 (4.7 g, 0.03 mol) and imidazole (2.71 g, 0.04 mol) in dry CH2Cl2 (30 mL) under N2 atmosphere at 0° C. was added a solution of TBDMS-Cl (5.08 g, 0.033 mol) in CH2Cl2 (15 mL) and allowed to stir at room temperature for 2 h. The precipitated solid was isolated by filtration and washed with CH2Cl2 (5×20 mL). The filtrate and combined CH2Cl2 fractions were dried over anhydrous Na2SO4 and concentrated under reduced pressure. The crude mass was purified by column chromatography... Reaction SMILES: [N+:1]([C:4]1[CH:5]=[C:6]([CH2:10][OH:11])[CH:7]=[CH:8][CH:9]=1)([O-:3])=[O:2].N1C=CN=C1.[CH3:17][C:18]([Si:21](Cl)([CH3:23])[CH3:22])([CH3:20])[CH3:19]>C(Cl)Cl>[C:18]([Si:21]([CH3:23])([CH3:22])[O:11][CH2:10][C:6]1[CH:7]=[CH:8][CH:9]=[C:4]([N+:1]([O-:3])=[O:2])[CH:5]=1)([CH3:20])([CH3:19])[CH3:17]. Conditions: time 2 hour. Solvent: C(Cl)Cl (CH2Cl2), C(Cl)Cl (CH2Cl2). Yield: 89.8%. Starting materials: C1CCOC1, C[Sn](C)(C)c1cnc2c(c1)OCC(=O)N2, COS(=O)(=O)OC, O=S(=O)(O)O. Product: CN1C(=O)COc2cc([Sn](C)(C)C)cnc21. RXN SMILES: [CH2:28]1[O:29][CH2:30][CH2:31][CH2:32]1.[CH3:1][Sn:2]([c:3]1[cH:4][c:5]2[c:10]([n:11][cH:12]1)[NH:9][C:8](=[O:13])[CH2:7][O:6]2)([CH3:14])[CH3:15].[CH3:21][O:22][S:23]([O:24][CH3:25])(=[O:26])=[O:27].[S:16]([OH:17])([OH:18])(=[O:19])=[O:20]>>[CH3:1][Sn:2]([c:3]1[cH:4][c:5]2[c:10]([n:11][cH:12]1)[N:9]([CH3:21])[C:8](=[O:13])[CH2:7][O:6]2)([CH3:14])[CH3:15]. The reactants are C(C)(C)[C@H]1N(C(OC1)=O)C1=CC=C(C(=O)O)C=C1 ((R)-4-(4-isopropyl-2-oxooxazolidin-3-yl)benzoic acid), CC=1C=CC(=NC1)N1CCNCC1 (1-(5-methylpyridin-2-yl)piperazine). The product is C(C)(C)[C@H]1N(C(OC1)=O)C1=CC=C(C=C1)C(=O)N1CCN(CC1)C1=NC=C(C=C1)C ((R)-4-isopropyl-3-{4-[4-(5-methylpyridin-2-yl)piperazine-1-carbonyl]phenyl}oxazolidin-2-one). The yield is 32.1%. As a reaction SMILES: [CH:1]([C@@H:4]1[CH2:8][O:7][C:6](=[O:9])[N:5]1[C:10]1[CH:18]=[CH:17][C:13]([C:14]([OH:16])=O)=[CH:12][CH:11]=1)([CH3:3])[CH3:2].[CH3:19][C:20]1[CH:21]=[CH:22][C:23]([N:26]2[CH2:31][CH2:30][NH:29][CH2:28][CH2:27]2)=[N:24][CH:25]=1>>[CH:1]([C@@H:4]1[CH2:8][O:7][C:6](=[O:9])[N:5]1[C:10]1[CH:11]=[CH:12][C:13]([C:14]([N:29]2[CH2:30][CH2:31][N:26]([C:23]3[CH:22]=[CH:21][C:20]([CH3:19])=[CH:25][N:24]=3)[CH2:27][CH2:28]2)=[O:16])=[CH:17][CH:18]=1)([CH3:2])[CH3:3]. Procedure details: By reaction and treatment in the same manner as in Example 29 and using (R)-4-(4-isopropyl-2-oxooxazolidin-3-yl)benzoic acid (374 mg) described in Preparation Example 18 and 1-(5-methylpyridin-2-yl)piperazine (250 mg), the title compound (185 mg) was obtained. The reactants are CCOCOCC, ClCCl, CCOC(=O)c1nn[nH]c1C(=O)c1cc(OC)c(OC)cc1[N+](=O)[O-], O, Cc1ccc(S(=O)(=O)O)cc1. The product is CCOCn1nc(C(=O)OCC)c(C(=O)c2cc(OC)c(OC)cc2[N+](=O)[O-])n1. Reaction SMILES: [CH2:38]([CH3:39])[O:40][CH2:41][O:42][CH2:43][CH3:44].[CH2:45]([Cl:46])[Cl:47].[CH3:1][O:2][c:3]1[cH:4][c:5]([N+:23](=[O:24])[O-:25])[c:6]([C:7](=[O:8])[c:9]2[c:10]([C:14](=[O:15])[O:16][CH2:17][CH3:18])[n:11][n:12][nH:13]2)[cH:19][c:20]1[O:21][CH3:22].[OH2:26].[c:27]1([CH3:28])[cH:29][cH:30][c:31]([S:32]([OH:33])(=[O:34])=[O:35])[cH:36][cH:37]1>>[CH3:1][O:2][c:3]1[cH:4][c:5]([N+:23](=[O:24])[O-:25])[c:6]([C:7](=[O:8])[c:9]2[c:10]([C:14](=[O:15])[O:16][CH2:17][CH3:18])[n:11][n:12]([CH2:41][O:40][CH2:38][CH3:39])[n:13]2)[cH:19][c:20]1[O:21][CH3:22]. Starting materials: CC(C)(C)O, CC(=O)O, Cc1cc(O)ccc1Cl, ClCCl, O=S(=O)(O)O. The product is Cc1cc(O)c(C(C)(C)C)cc1Cl. As a reaction SMILES: [CH3:10][C:11]([CH3:12])([CH3:13])[OH:14].[CH3:23][C:24](=[O:25])[OH:26].[Cl:1][c:2]1[c:3]([CH3:9])[cH:4][c:5]([OH:8])[cH:6][cH:7]1.[Cl:20][CH2:21][Cl:22].[S:15](=[O:16])(=[O:17])([OH:18])[OH:19]>>[Cl:1][c:2]1[c:3]([CH3:9])[cH:4][c:5]([OH:8])[c:6]([C:11]([CH3:10])([CH3:12])[CH3:13])[cH:7]1. Starting materials: CC1=C(N)C(=CC=C1)C (2,6-dimethyl aniline), II (iodine), S(=S)(=O)([O-])[O-].[Na+].[Na+] (sodium thiosulfate). Solvent: O1CCOCC1 (1,4-dioxane), N1=CC=CC=C1 (pyridine). Reaction conditions: temperature 0 celsius, time 1 hour. Product: IC1=CC(=C(C(=C1)C)N)C (4-iodo-2,6-dimethyl benzenamine). The yield is 90.0%. RXN SMILES: [CH3:1][C:2]1[CH:8]=[CH:7][CH:6]=[C:5]([CH3:9])[C:3]=1[NH2:4].[I:10]I.S([O-])([O-])(=O)=S.[Na+].[Na+]>O1CCOCC1.N1C=CC=CC=1>[I:10][C:7]1[CH:6]=[C:5]([CH3:9])[C:3]([NH2:4])=[C:2]([CH3:1])[CH:8]=1 |f:2.3.4|. Procedure details: To a solution of 2,6-dimethyl aniline (50 gm) in 1,4-dioxane (400 ml) and pyridine (40 ml) was added iodine (157.3 gm) slowly at 0° C. The solution was stirred for 1 hour at 0° C. and the temperature was raised to room temperature. The solution was stirred for 1 hour at room temperature and then added a saturated solution of sodium thiosulfate. The layers were separated and the aqueous layer was extracted with methylene chloride. The combined organic layers were dried with anhydrous sodium sulfa... Reactants: CI (methyliodide), [H-].[Na+] (sodium hydride), N1C=CC2=CC=C(C=C12)C(=O)OC (methyl 6-indolecarboxylate). Solvent: CN(C=O)C (dimethylformamide), CN(C=O)C (dimethylformamide), O (water). Conditions: temperature 5 celsius, time 0.5 hour. Product: COC(=O)C1=CC=C2C=CN(C2=C1)C (1-methylindole-6-carboxylic acid methyl ester). Reaction SMILES: [NH:1]1[C:9]2[C:4](=[CH:5][CH:6]=[C:7]([C:10]([O:12][CH3:13])=[O:11])[CH:8]=2)[CH:3]=[CH:2]1.[H-].[Na+].[CH3:16]I>CN(C)C=O.O>[CH3:13][O:12][C:10]([C:7]1[CH:8]=[C:9]2[C:4]([CH:3]=[CH:2][N:1]2[CH3:16])=[CH:5][CH:6]=1)=[O:11] |f:1.2|. Procedure: To a stirred solution of methyl 6-indolecarboxylate (5 g) in dry dimethylformamide (30 ml) cooled to 5° C., sodium hydride (60% dispersion in oil, 1.49 g) was added portionwise. The reaction mixture was stirred at 5° C. for 0.5 hour, then a solution of methyliodide (12.18 g) in dry dimethylformamide (10 ml) was added dropwise. After 2 hours, the reaction mixture was diluted with water and the product obtained, after cooling and filtration.